From a dataset of the Open Reaction Database (ORD), a public repository of structured organic reaction records. describe an organic reaction: reactants, conditions, products, and yield The reactants are [Cl-].[Na+] (sodium chloride), O (water), C(C)OC(=O)C=1OC2=C(C1C(=O)OCC)C=CC(=C2)F (6-Fluoro-benzofuran-2,3-dicarboxylic acid diethyl ester). The solvent is CS(=O)C (DMSO). Conditions: temperature 160 celsius, time 4 hour. Yields the product C(C)OC(=O)C1=COC2=C1C=CC(=C2)F (6-Fluoro-benzofuran-3-carboxylic acid ethyl ester). Isolated yield 49.8%. Reaction SMILES: C(OC([C:6]1[O:7][C:8]2[CH:19]=[C:18]([F:20])[CH:17]=[CH:16][C:9]=2[C:10]=1[C:11]([O:13][CH2:14][CH3:15])=[O:12])=O)C.[Cl-].[Na+].O>CS(C)=O>[CH2:14]([O:13][C:11]([C:10]1[C:9]2[CH:16]=[CH:17][C:18]([F:20])=[CH:19][C:8]=2[O:7][CH:6]=1)=[O:12])[CH3:15] |f:1.2|. Procedure: 109 (40 g, 142.7 mmol) is dissolved in 300 ml of a DMSO and after addition of sodium chloride (16.7 g, 285.4 mmol) and water (5.1 ml) the mixture is stirred for 4 h at 160° C. (temperature of reaction mixture). Then the mixture is allowed to cool down and evaporated at high vacuum. The residue is dissolved in ethyl acetate, washed with water and brine and dried over sodium sulfate. Evaporation gave 14.8 g of an red oil, which is further purified by filtration over silica gel (ethyl acetate/hexan... Starting materials: C(C)(C)(C)OC(=O)N1C(CCCC1)CN1CCC(CC1)CC1=CC=C(C=C1)F ((+/−)-N-(t-butoxycarbonyl)-2-[[4-[(4-fluorophenyl)methyl]-1-piperidinyl]methyl]-piperidine), CCOC(=O)C (EtOAc), [OH-].[Na+] (NaOH). Run in Cl (HCl), O1CCOCC1 (dioxane). Reaction conditions: time 1 hour. The product is FC1=CC=C(C=C1)CC1CCN(CC1)CC1NCCCC1 ((+/−)-2-[[4-[(4-fluorophenyl)methyl]-1-piperidinyl]methyl]-piperidine). Isolated yield 98.9%. As a reaction SMILES: C(OC([N:8]1[CH2:13][CH2:12][CH2:11][CH2:10][CH:9]1[CH2:14][N:15]1[CH2:20][CH2:19][CH:18]([CH2:21][C:22]2[CH:27]=[CH:26][C:25]([F:28])=[CH:24][CH:23]=2)[CH2:17][CH2:16]1)=O)(C)(C)C.[OH-].[Na+].CCOC(C)=O>Cl.O1CCOCC1>[F:28][C:25]1[CH:24]=[CH:23][C:22]([CH2:21][CH:18]2[CH2:19][CH2:20][N:15]([CH2:14][CH:9]3[CH2:10][CH2:11][CH2:12][CH2:13][NH:8]3)[CH2:16][CH2:17]2)=[CH:27][CH:26]=1 |f:1.2|. Procedure: (+/−)-N-(t-butoxycarbonyl)-2-[[4-[(4-fluorophenyl)methyl]-1-piperidinyl]methyl]-piperidine (340 mg, 0.87 mmol) was dissolved in 4M HCl in dioxane (10 mL). The reaction was stirred for 1 h and then conc. in vacuo to a white solid. The solid was partioned between 10% NaOH and EtOAc. The layers were separated and the aqueous layer was extracted with EtOAc. The organic layers were combined, dried over MgSO4, and conc. in vacuo to a white solid yielding 250 mg of product. MS (ESI) 291 (M+H). Starting materials: C1(CCCC1)CCC[C@H](C(=O)OC(C)(C)C)[C@H](C(=O)NNCC(C)C)CC(C)C (2(R)-[4-cyclopentyl-1(S)-(tert-butoxycarbonyl)-butyl]-2′-isobutyl-4-methylvalerohydrazide), Br.N1(C=NC=C1)C(=O)CC(=O)O (2-(1-imidazoyl)acetic acid hydrogen bromide), C(C)N1CCOCC1 (N-ethylmorpholine), Cl.C(C)N=C=NCCCN(C)C (1-ethyl-3-(3-dimethylaminopropyl)-carbodiimide hydrochloride). Solvent: C(C)OCC (diethyl ether), CN(C=O)C (dimethylformamide). Conditions: time 8 hour. Product: C1(CCCC1)CCC[C@H](C(=O)OC(C)(C)C)[C@H](C(=O)NN(C(CC(=O)N1C=NC=C1)=O)CC(C)C)CC(C)C (2(R)-[4-cyclopentyl-1(S)-(tert-butoxycarbonyl)-butyl]-2′-isobutyl-2′-[2-(1-imidazoyl)acetyl]-4-methylvalerohydrazide). Isolated yield 37.6%. RXN SMILES: [CH:1]1([CH2:6][CH2:7][CH2:8][C@@H:9]([C@@H:17]([CH2:26][CH:27]([CH3:29])[CH3:28])[C:18]([NH:20][NH:21][CH2:22][CH:23]([CH3:25])[CH3:24])=[O:19])[C:10]([O:12][C:13]([CH3:16])([CH3:15])[CH3:14])=[O:11])[CH2:5][CH2:4][CH2:3][CH2:2]1.Br.[N:31]1([C:36]([CH2:38][C:39](O)=[O:40])=[O:37])[CH:35]=[CH:34][N:33]=[CH:32]1.C(N1CCOCC1)C.Cl.C(N=C=NCCCN(C)C)C>CN(C)C=O.C(OCC)C>[CH:1]1([CH2:6][CH2:7][CH2:8][C@@H:9]([C@@H:17]([CH2:26][CH:27]([CH3:29])[CH3:28])[C:18]([NH:20][N:21]([CH2:22][CH:23]([CH3:24])[CH3:25])[C:39](=[O:40])[CH2:38][C:36]([N:31]2[CH:35]=[CH:34][N:33]=[CH:32]2)=[O:37])=[O:19])[C:10]([O:12][C:13]([CH3:15])([CH3:16])[CH3:14])=[O:11])[CH2:2][CH2:3][CH2:4][CH2:5]1 |f:1.2,4.5|. Reported procedure: A solution of 0.510 g of 2(R)-[4-cyclopentyl-1(S)-(tert-butoxycarbonyl)-butyl]-2′-isobutyl-4-methylvalerohydrazide in 10 ml of dimethylformamide was treated in sequence with 0.308 g of 2-(1-imidazoyl)acetic acid hydrogen bromide, 0.172 g of N-ethylmorpholine and 0.286 g of 1-ethyl-3-(3-dimethylaminopropyl)-carbodiimide hydrochloride and then stirred overnight at room temperature. The mixture was diluted with diethyl ether and washed with water and saturated aqueous sodium chloride solution. Dryi... Reactants: C(C)C1C(N(CC1C)C(=O)NCCC1=CC=CC=C1)=C=O ([2-(3-Ethyl-4-methyl-2-carbonyl pyrrolidine amido)ethyl]benzene), ClS(=O)(=O)O (chlorosulfonic acid), N (ammonia), C(C)C1C(N(CC1C)C(=O)NCCC1=CC=C(C=C1)S(=O)(=O)N)=C=O (4-[2-(3-Ethyl-4-methyl-2-carbonyl pyrrolidine amido)ethyl]benzene sulfonamide), formula 4, formula 4, [N-]=C=O (isocyanate). Product: CCC1=C(CN(C1=O)C(=O)NCCC2=CC=C(C=C2)S(=O)(=O)NC(=O)N[C@H]3CC[C@@H](CC3)C)C (glimepiride). Reaction SMILES: C(C1C(C)CN(C(NC[CH2:13][C:14]2[CH:19]=[CH:18][CH:17]=[CH:16][CH:15]=2)=O)C1=C=O)C.[CH2:22]([CH:24]1[CH:28]([CH3:29])[CH2:27][N:26]([C:30]([NH:32][CH2:33][CH2:34][C:35]2[CH:40]=[CH:39][C:38]([S:41]([NH2:44])(=[O:43])=[O:42])=[CH:37][CH:36]=2)=[O:31])[C:25]1=C=O)[CH3:23].ClS(O)(=O)=[O:49].N.[N-:53]=[C:54]=[O:55]>>[CH3:23][CH2:22][C:24]1[C:25](=[O:49])[N:26]([C:30]([NH:32][CH2:33][CH2:34][C:35]2[CH:36]=[CH:37][C:38]([S:41]([NH:44][C:54]([NH:53][C@@H:17]3[CH2:16][CH2:15][C@@H:14]([CH3:13])[CH2:19][CH2:18]3)=[O:55])(=[O:42])=[O:43])=[CH:39][CH:40]=2)=[O:31])[CH2:27][C:28]=1[CH3:29]. Procedure: U.S. Pat. No. 4,379,785 (hereinafter referred to as the '785 patent) discloses heterocyclic substituted sulfonylureas, particularly N-[4-[2-(3-ethyl-4-methyl-2-oxo-3-pyrroline-1-carboxamido)-ethyl]-benzenesulfonyl]-N′-4-methylcyclohexylurea i.e. glimepiride. The '785 patent teaches the preparation of glimepiride starting from 3-Ethyl-4-methyl-3-pyrrolidin-2-one and 2-phenylethylisocyanate to give [2-(3-Ethyl-4-methyl-2-carbonyl pyrrolidine amido)ethyl]benzene. The [2-(3-Ethyl-4-methyl-2-carbonyl... Starting materials: FC(S(=O)(=O)OC1=CC=2C3=C(C=NC2C=C1OC)N(C(N3C3=C(C=C(C=C3)C#N)F)=O)C)(F)F (1-(4-Cyano-2-fluorophenyl)-7-methoxy-3-methyl-2-oxo-2,3-dihydro-1H-imidazo[4,5-c]quinolin-8-yl trifluoromethanesulfonate), CC1(OB(OC1(C)C)\C=C\C1=CSC=C1)C (4,4,5,5-tetramethyl-2-[(E)-2-thiophen-3-ylvinyl]-1,3,2-dioxaborolane), P(=O)([O-])([O-])[O-].[K+].[K+].[K+] (tripotassium phosphate), trans-bis(tricyclohexylphosphine)palladium(II) dichloride. The solvent is O=O (oxygen). Conditions: temperature 130 celsius, time 30 minute. Yields the product FC=1C=C(C#N)C=CC1N1C(N(C=2C=NC=3C=C(C(=CC3C21)\C=C\C2=CSC=C2)OC)C)=O (3-fluoro-4-{7-methoxy-3-methyl-2-oxo-8-[(E)-2-thiophen-3-ylvinyl]-2,3-dihydroimidazo[4,5-c]quinolin-1-yl}benzonitrile). Isolated yield 75.4%. Reaction SMILES: FC(F)(F)S(O[C:7]1[C:16]([O:17][CH3:18])=[CH:15][C:14]2[N:13]=[CH:12][C:11]3[N:19]([CH3:32])[C:20](=[O:31])[N:21]([C:22]4[CH:27]=[CH:26][C:25]([C:28]#[N:29])=[CH:24][C:23]=4[F:30])[C:10]=3[C:9]=2[CH:8]=1)(=O)=O.CC1(C)C(C)(C)OB(/[CH:43]=[CH:44]/[C:45]2[CH:49]=[CH:48][S:47][CH:46]=2)O1.P([O-])([O-])([O-])=O.[K+].[K+].[K+]>O=O>[F:30][C:23]1[CH:24]=[C:25]([CH:26]=[CH:27][C:22]=1[N:21]1[C:10]2[C:9]3[CH:8]=[C:7](/[CH:43]=[CH:44]/[C:45]4[CH:49]=[CH:48][S:47][CH:46]=4)[C:16]([O:17][CH3:18])=[CH:15][C:14]=3[N:13]=[CH:12][C:11]=2[N:19]([CH3:32])[C:20]1=[O:31])[C:28]#[N:29] |f:2.3.4.5|. Procedure details: 1-(4-Cyano-2-fluorophenyl)-7-methoxy-3-methyl-2-oxo-2,3-dihydro-1H-imidazo[4,5-c]quinolin-8-yl trifluoromethanesulfonate (119 mg, 240 μmol), 4,4,5,5-tetramethyl-2-[(E)-2-thiophen-3-ylvinyl]-1,3,2-dioxaborolane (142 mg, 602 μmol), tripotassium phosphate (107 mg, 504 μmol) and trans-bis(tricyclohexylphosphine)palladium(II) dichloride (18 mg, 24 μmol) were dissolved in oxygen-free N,N-dimethylformamide (5 ml). The mixture was subsequently heated at 130° C. for 45 min (microwave). The reaction mixtu... Starting materials: O=C([O-])[O-], CCOCCBr, [K+], [K+], CN(C)C=O, O, OCc1ccccc1O. Product: CCOCCOc1ccccc1CO. RXN SMILES: [C:16](=[O:17])([O-:18])[O-:19].[CH2:10]([CH3:11])[O:12][CH2:13][CH2:14][Br:15].[K+:20].[K+:21].[O:22]=[CH:23][N:24]([CH3:25])[CH3:26].[OH2:27].[OH:1][c:2]1[c:3]([CH2:4][OH:5])[cH:6][cH:7][cH:8][cH:9]1>>[O:1]([c:2]1[c:3]([CH2:4][OH:5])[cH:6][cH:7][cH:8][cH:9]1)[CH2:14][CH2:13][O:12][CH2:10][CH3:11]. The reactants are ClC=1C=C(C=CC1S(=O)(=O)C)[C@H](C(=O)O)CC1CCCC1 (2(R)-(3-chloro-4-methanesulfonyl-phenyl)-3-cyclopentyl-propionic acid), solution, C(C(=O)Cl)(=O)Cl (oxalyl chloride), C(C)[Si](OCCNC1=NC=C(N=C1)N)(CC)CC (N-(2-triethylsilanyloxy-ethyl)-pyrazine-2,5-diamine), N1=C(C=CC=C1C)C (2,6-lutidine). The reagents and catalysts are CN(C=O)C (N,N-dimethylformamide). Run in C(Cl)Cl (methylene chloride), O (water), C(Cl)Cl (methylene chloride), O1CCCC1 (tetrahydrofuran). Conditions: temperature 0 celsius, time 30 minute. The product is hexanes ethyl acetate, ClC=1C=C(C=CC1S(=O)(=O)C)[C@H](C(=O)NC1=NC=C(N=C1)NCCO[Si](CC)(CC)CC)CC1CCCC1 (2(R)-(3-chloro-4-methanesulfonyl-phenyl)-3-cyclopentyl-N-[5-(2-triethylsilanyloxy-ethylamino)-pyrazin-2-yl]-propionamide). Isolated yield 69.0%. RXN SMILES: [Cl:1][C:2]1[CH:3]=[C:4]([C@@H:12]([CH2:16][CH:17]2[CH2:21][CH2:20][CH2:19][CH2:18]2)[C:13]([OH:15])=O)[CH:5]=[CH:6][C:7]=1[S:8]([CH3:11])(=[O:10])=[O:9].C(Cl)(=O)C(Cl)=O.[CH2:28]([Si:30]([CH2:44][CH3:45])([CH2:42][CH3:43])[O:31][CH2:32][CH2:33][NH:34][C:35]1[CH:40]=[N:39][C:38]([NH2:41])=[CH:37][N:36]=1)[CH3:29].N1C(C)=CC=CC=1C>C(Cl)Cl.CN(C)C=O.O1CCCC1.O>[Cl:1][C:2]1[CH:3]=[C:4]([C@@H:12]([CH2:16][CH:17]2[CH2:21][CH2:20][CH2:19][CH2:18]2)[C:13]([NH:41][C:38]2[CH:37]=[N:36][C:35]([NH:34][CH2:33][CH2:32][O:31][Si:30]([CH2:42][CH3:43])([CH2:28][CH3:29])[CH2:44][CH3:45])=[CH:40][N:39]=2)=[O:15])[CH:5]=[CH:6][C:7]=1[S:8]([CH3:11])(=[O:9])=[O:10]. Procedure: A solution of 2(R)-(3-chloro-4-methanesulfonyl-phenyl)-3-cyclopentyl-propionic acid (prepared as in Example 1, 500 mg, 1.51 mmol) in methylene chloride (20 mL) cooled to 0° C. was treated with a 2.0M solution of oxalyl chloride in methylene chloride (869 μL, 1.74 mmol) and N,N-dimethylformamide (1 drop). The reaction mixture was stirred at 0° C. for 30 min, concentrated in vacuo, and azeotroped with methylene chloride (2 mL) two times. The resulting oil was then dissolved in tetrahydrofuran (10 ... The reactants are [Br-].[Br-].[Br-].[NH+]1=CC=CC=C1.[NH+]1=CC=CC=C1.[NH+]1=CC=CC=C1 (pyridinium tribromide), C(C)(=O)C=1C=CC(=NC1)Br (5-acetyl-2-bromo-pyridine). Run in C1CCOC1 (THF). Run at time 16 hour. Product: BrC1=NC=C(C=C1)C(CBr)=O (2-Bromo-5-(2-bromo-acetyl)-pyridine). The yield is 206.1%. As a reaction SMILES: [Br-:1].[Br-].[Br-].[NH+]1C=CC=CC=1.[NH+]1C=CC=CC=1.[NH+]1C=CC=CC=1.[C:22]([C:25]1[CH:26]=[CH:27][C:28]([Br:31])=[N:29][CH:30]=1)(=[O:24])[CH3:23]>C1COCC1>[Br:31][C:28]1[CH:27]=[CH:26][C:25]([C:22](=[O:24])[CH2:23][Br:1])=[CH:30][N:29]=1 |f:0.1.2.3.4.5|. Procedure: Add pyridinium tribromide (7.0 g, 22 mmol) to a solution of 5-acetyl-2-bromo-pyridine (4.0 g, 20 mmol) in THF (100 mL) at room temperature. Stir the mixture for 16 h at room temperature under a nitrogen atmosphere. Quench the mixture with saturated aqueous NaHCO3 (50 mL, pH to 7.8). Extract the mixture with EtOAc (150 mL). Wash the organic layer with brine (50 mL) and concentrate in vacuo to obtain the desired intermediate as a dark brown oil (11.5 g) that was used without further purification. ...